This data is from the Open Reaction Database (ORD), a public repository of structured organic reaction records. The task is: describe an organic reaction: reactants, conditions, products, and yield Starting materials: O.NN (hydrazine hydrate), ClC=1C=CC(=C(C(=O)C2=CC=CC=C2)C1)N1C(=NN=C1CN1C(C=2C(C1=O)=CC=CC2)=O)CN2C(C=1C(C2=O)=CC=CC1)=O (5-chloro-2-[3,5-bis(phthalimidomethyl)-4H-1,2,4-triazol-4-yl]benzophenone), C1(C=2C(C(N1)=O)=CC=CC2)=O (phthalimide). The solvent is C(C)O (ethanol). Run at time 20 minute. Product: ClC=1C=CC2=C(C(=NCC=3N2C(=NN3)CN)C3=CC=CC=C3)C1 (8-chloro-1-(aminomethyl)-6-phenyl-4H-s-triazolo[4,3-a][1,4]benzodiazepine). As a reaction SMILES: [Cl:1][C:2]1[CH:3]=[CH:4][C:5]([N:16]2[C:20]([CH2:21][N:22]3C(=O)[C:25]4=[CH:28][CH:29]=[CH:30][CH:31]=[C:24]4[C:23]3=O)=[N:19][N:18]=[C:17]2[CH2:33][N:34]2C(=O)C3=CC=CC=C3C2=O)=[C:6]([CH:15]=1)C(C1C=CC=CC=1)=O.O.NN.C1(=O)NC(=O)C2=CC=CC=C12>C(O)C>[Cl:1][C:2]1[CH:15]=[CH:6][C:5]2[N:16]3[C:17]([CH2:33][NH2:34])=[N:18][N:19]=[C:20]3[CH2:21][N:22]=[C:23]([C:24]3[CH:25]=[CH:28][CH:29]=[CH:30][CH:31]=3)[C:4]=2[CH:3]=1 |f:1.2|. Reported procedure: A stirred mixture of 5-chloro-2-[3,5-bis(phthalimidomethyl)-4H-1,2,4-triazol-4-yl]benzophenone (1.81 g, 0.003 mole) and absolute ethanol (30 ml) is treated with hydrazine hydrate (0.437 ml, 0.009 mole) and kept in an oil bath at 72°-76°C for two hours and 20 minutes. During this period the phthalimide dissolves and a second solid forms. The mixture is cooled in an ice bath and filtered. The solid is washed with ethanol and methylene chloride. The filtrate is concentrated in vacuo. This residue i...